Dataset: the Open Reaction Database (ORD), a public repository of structured organic reaction records. Task: describe an organic reaction: reactants, conditions, products, and yield Starting materials: [Br-], CCCCCC(C)=CCC#CCBr, C[Mg+], [Cl-], [Cl-], C#CCCCCCCCl, [NH4+], C1CCOC1. Product: CCCCCC(C)=CCC#CCC#CCCCCCCCl. Reaction SMILES: [Br-:1].[Br:14][CH2:15][C:16]#[C:17][CH2:18][CH:19]=[C:20]([CH2:21][CH2:22][CH2:23][CH2:24][CH3:25])[CH3:26].[CH3:2][Mg+:3].[Cl-:13].[Cl-:27].[Cl:4][CH2:5][CH2:6][CH2:7][CH2:8][CH2:9][CH2:10][C:11]#[CH:12].[NH4+:28].[O:29]1[CH2:30][CH2:31][CH2:32][CH2:33]1>>[Cl:4][CH2:5][CH2:6][CH2:7][CH2:8][CH2:9][CH2:10][C:11]#[C:12][CH2:15][C:16]#[C:17][CH2:18][CH:19]=[C:20]([CH2:21][CH2:22][CH2:23][CH2:24][CH3:25])[CH3:26]. The reactants are P(OC1=CC=CC=C1)(OC1=CC=CC=C1)OC1=CC=CC=C1 (triphenyl phosphite), 25, ClCl (chlorine), OC1=NC=NC2=NC=CN=C12 (4-hydroxypteridine), C(C)(C)(C)C1=CC=C(C=C1)CCO (2-[4-(t-butyl)phenyl]ethanol). The solvent is C(Cl)Cl (CH2Cl2), N1=CC=CC=C1 (pyridine), C(Cl)Cl (CH2Cl2), C(Cl)Cl (CH2Cl2), C1(=CC=CC=C1)C (toluene). Run at temperature -17.5 celsius. Yields the product C(C)(C)(C)C1=CC=C(C=C1)CCOC1=NC=NC2=NC=CN=C12 (4-[2-[4-(t-butyl)phenyl]ethoxy]pteridine). As a reaction SMILES: [OH:1][C:2]1[C:11]2[C:6](=[N:7][CH:8]=[CH:9][N:10]=2)[N:5]=[CH:4][N:3]=1.P(OC1C=CC=CC=1)(OC1C=CC=CC=1)OC1C=CC=CC=1.ClCl.[C:36]([C:40]1[CH:45]=[CH:44][C:43]([CH2:46][CH2:47]O)=[CH:42][CH:41]=1)([CH3:39])([CH3:38])[CH3:37]>C(Cl)Cl.C1(C)C=CC=CC=1.N1C=CC=CC=1>[C:36]([C:40]1[CH:41]=[CH:42][C:43]([CH2:46][CH2:47][O:1][C:2]2[C:11]3[C:6](=[N:7][CH:8]=[CH:9][N:10]=3)[N:5]=[CH:4][N:3]=2)=[CH:44][CH:45]=1)([CH3:39])([CH3:38])[CH3:37]. Procedure details: To a suspension of 2 g of 4-hydroxypteridine in 20 mL of CH2Cl2 under nitrogen was added 1.2 g of 25 pyridine. The mixture was cooled to -30° C and over a 15 minute period a solution of 4.82 g of triphenyl phosphite in CH2Cl2 was added simultaneously with addition of chlorine gas. The mixture was stirred for one and one half hours while maintaining the temperature at -15 to -20° C. The mixture was then allowed to warm to 10° C., and a solution of 2.67 g of 2-[4-(t-butyl)phenyl]ethanol in CH2Cl2 ... Reactants: COC1=CC=C(CN2COC3=C(C2=O)C=C(C(=C3)F)F)C=C1 (3-(4-methoxybenzyl)6,7-difluor-2,3-dihydrobenzo[e][1,3]oxazin-4-one), CN (methyl amine), O (Water). The solvent is CS(=O)C (dimethyl sulfoxide). Conditions: temperature 120 celsius. Yields the product COC1=CC=C(CN2COC3=C(C2=O)C=C(C(=C3)NC)F)C=C1 (3-(4-methoxybenzyl)6-fluoro-7-(methylamino)2,3-dihydrobenzo[e][1,3]oxazin-4-one). Yield: 85.4%. RXN SMILES: [CH3:1][O:2][C:3]1[CH:22]=[CH:21][C:6]([CH2:7][N:8]2[C:13](=[O:14])[C:12]3[CH:15]=[C:16]([F:20])[C:17](F)=[CH:18][C:11]=3[O:10][CH2:9]2)=[CH:5][CH:4]=1.[CH3:23][NH2:24].O>CS(C)=O>[CH3:1][O:2][C:3]1[CH:22]=[CH:21][C:6]([CH2:7][N:8]2[C:13](=[O:14])[C:12]3[CH:15]=[C:16]([F:20])[C:17]([NH:24][CH3:23])=[CH:18][C:11]=3[O:10][CH2:9]2)=[CH:5][CH:4]=1. Procedure: To 3-(4-methoxybenzyl)6,7-difluor-2,3-dihydrobenzo[e][1,3]oxazin-4-one (1.15 g, 3.7 mmol) in dimethyl sulfoxide (10 mL) was added methyl amine (2.5 mL, 5 mmol, 2M solution in tetrahydrofuran) and the reaction heated to 120° C. for 1 hr. Water was added and product extracted with ethyl acetate, dried over anhydrous sodium sulfate and concentrated to give 1 g (85%) of 3-(4-methoxybenzyl)6-fluoro-7-(methylamino)2,3-dihydrobenzo[e][1,3]oxazin-4-one. RP-HPLC: 2.82 min; ES-MS (M+H)+=318.0; 1H-NMR (DMS...